From a dataset of the Open Reaction Database (ORD), a public repository of structured organic reaction records. describe an organic reaction: reactants, conditions, products, and yield Starting materials: OBO, CCCc1ccc(N)c(Br)c1, O=[N+]([O-])c1ccccc1. The product is CCCc1ccc(N)c(-c2cccc([N+](=O)[O-])c2)c1. As a reaction SMILES: [BH:12]([OH:13])[OH:14].[Br:1][c:2]1[c:3]([NH2:4])[cH:5][cH:6][c:7]([CH2:9][CH2:10][CH3:11])[cH:8]1.[N+:15](=[O:16])([O-:17])[c:18]1[cH:19][cH:20][cH:21][cH:22][cH:23]1>>[c:2]1(-[c:22]2[cH:21][cH:20][cH:19][c:18]([N+:15](=[O:16])[O-:17])[cH:23]2)[c:3]([NH2:4])[cH:5][cH:6][c:7]([CH2:9][CH2:10][CH3:11])[cH:8]1.